This data is from the Open Reaction Database (ORD), a public repository of structured organic reaction records. The task is: describe an organic reaction: reactants, conditions, products, and yield The reactants are Cl (hydrochloric acid), COC1=NC(=NC(=N1)C)N(C([O-])=O)C1=CC=CC=C1 (N-(4-methoxy-6-methyl-1,3,5-triazin-2-yl)-phenylcarbamate), FC(C=CC1=C(C=CC=C1)S(=O)(=O)N)(F)F (2-(3,3,3-trifluoro-1-propen-1-yl)-phenylsulfonamide), 1,5-diazabicyclo[5,4,0]undec-5-one. The solvent is O1CCOCC1 (dioxan), O (water). Run at time 3 hour. Product: FC(C=CC1=C(C=CC=C1)S(=O)(=O)NC(=O)NC1=NC(=NC(=N1)OC)C)(F)F (N-[2-(3,3,3-trifluoro-1-propen-1-yl)-phenylsulfonyl]-N'-(4-methoxy-6-methyl-1,3,5-triazin-2-yl)urea). As a reaction SMILES: [CH3:1][O:2][C:3]1[N:8]=[C:7]([CH3:9])[N:6]=[C:5]([N:10](C2C=CC=CC=2)[C:11](=[O:13])[O-])[N:4]=1.[F:20][C:21]([F:35])([F:34])[CH:22]=[CH:23][C:24]1[CH:29]=[CH:28][CH:27]=[CH:26][C:25]=1[S:30]([NH2:33])(=[O:32])=[O:31].Cl>O1CCOCC1.O>[F:35][C:21]([F:20])([F:34])[CH:22]=[CH:23][C:24]1[CH:29]=[CH:28][CH:27]=[CH:26][C:25]=1[S:30]([NH:33][C:11]([NH:10][C:5]1[N:4]=[C:3]([O:2][CH3:1])[N:8]=[C:7]([CH3:9])[N:6]=1)=[O:13])(=[O:32])=[O:31]. Procedure details: 5.2 g of N-(4-methoxy-6-methyl-1,3,5-triazin-2-yl)-phenylcarbamate are added to a solution of 5 g of 2-(3,3,3-trifluoro-1-propen-1-yl)-phenylsulfonamide and 3.3 g of 1,5-diazabicyclo[5,4,0]undec-5-one in 80 ml of dioxan, and the mixture is stirred for 3 hours at 20°-25° C. The clear reaction solution is then taken up in 300 ml of water and the aqueous solution is acidified with 2N hydrochloric acid to pH 4-5. The resinous precipitate is extracted from the aqueous phase with ethyl acetate and the... The reactants are C(C1=CC=CC=C1)(C1=CC=CC=C1)C1CCN(CC1)CCCCCCN (6-(4-benzhydrylpiperidino)hexanamine), C(C1=CC=CC=C1)(C1=CC=CC=C1)C1CCN(CC1)CCCCCCN (6-(4-benzhydrylpiperidino)hexanamine), C1(COCC(=O)O1)=O (diglycolic anhydride). The solvent is ClCCl (dichloromethane), O (water), ClCCl (dichloromethane). Reaction conditions: time 2 hour. Yields the product C(C1=CC=CC=C1)(C1=CC=CC=C1)C1CCN(CC1)CCCCCCNC(COCC(=O)O)=O ({2-[ 6-(4-benzhydrylpiperidino)hexyl]amino-2-oxoethoxy}acetic acid). RXN SMILES: [CH:1]([CH:14]1[CH2:19][CH2:18][N:17]([CH2:20][CH2:21][CH2:22][CH2:23][CH2:24][CH2:25][NH2:26])[CH2:16][CH2:15]1)([C:8]1[CH:13]=[CH:12][CH:11]=[CH:10][CH:9]=1)[C:2]1[CH:7]=[CH:6][CH:5]=[CH:4][CH:3]=1.[C:27]1(=[O:34])[O:33][C:31](=[O:32])[CH2:30][O:29][CH2:28]1>O.ClCCl>[CH:1]([CH:14]1[CH2:15][CH2:16][N:17]([CH2:20][CH2:21][CH2:22][CH2:23][CH2:24][CH2:25][NH:26][C:31](=[O:32])[CH2:30][O:29][CH2:28][C:27]([OH:34])=[O:33])[CH2:18][CH2:19]1)([C:8]1[CH:13]=[CH:12][CH:11]=[CH:10][CH:9]=1)[C:2]1[CH:3]=[CH:4][CH:5]=[CH:6][CH:7]=1. Procedure details: A 1.02 gram (2.10 millimoles) sample of sodium {2-[6-(4-benzhydrylpiperidino)hexyl]amino-2-oxoethoxy}acetate (prepared as described in Example XIII) and 7.3 milliliters of 5 N aqueous NaOH is heated under reflux temperature for 1.5 hours to obtain 6-(4-benzhydrylpiperidino)hexanamine and diglycolate in the reaction mixture; the mixture is then diluted with 25 milliliters of water and extracted with ether. The ether solution is washed with aqueous NaCl, dried with Na2SO4, and concentrated to obta... Reactants: C(C=C)N1C(C2=CC(=C(C=C2CC1)OC)O)CC1=CC(=C(C=C1)OC)OC ((+)-2-Allyl-7-hydroxy-6-methoxy-1-(3,4-dimethoxybenzyl)-1,2,3,4-tetrahydroisoquinoline), FC(C(=O)O)(F)F (trifluoroacetic acid). The reagents and catalysts are O=[V].Cl.Cl.Cl (vanadium oxytrichloride). Solvent: C(Cl)Cl (methylene chloride), C(Cl)Cl (methylene chloride). Reaction conditions: temperature 0 celsius, time 2 hour. Product: C(C=C)N1CCC=2C3=C(C4=C(CC13)C=C(C(=C4)OC)OC)C(=C(C2)OC)O ((+)-6-allyl-5,6,6a,7-tetrahydro-1-hydroxy-2,9,10-trimethoxy-4H-dibenzo(de,g)quinoline). As a reaction SMILES: [CH2:1]([N:4]1[CH2:13][CH2:12][C:11]2[C:6](=[CH:7][C:8]([OH:16])=[C:9]([O:14][CH3:15])[CH:10]=2)[CH:5]1[CH2:17][C:18]1[CH:23]=[CH:22][C:21]([O:24][CH3:25])=[C:20]([O:26][CH3:27])[CH:19]=1)[CH:2]=[CH2:3].FC(F)(F)C(O)=O>O=[V].Cl.Cl.Cl.C(Cl)Cl>[CH2:1]([N:4]1[CH:5]2[C:6]3=[C:7]([C:8]([OH:16])=[C:9]([O:14][CH3:15])[CH:10]=[C:11]3[CH2:12][CH2:13]1)[C:23]1[CH:22]=[C:21]([O:24][CH3:25])[C:20]([O:26][CH3:27])=[CH:19][C:18]=1[CH2:17]2)[CH:2]=[CH2:3] |f:2.3.4.5|. Procedure details: 22 g. (59.54 mmol) (+)-2-Allyl-7-hydroxy-6-methoxy-1-(3,4-dimethoxybenzyl)-1,2,3,4-tetrahydroisoquinoline in a mixture of 190 ml. trifluoroacetic acid and 190 ml. anhydrous methylene chloride are mixed at -10° C., with the exclusion of moisture, with a solution of 6.0 ml. (11.04 g., 63.7 mmol) vanadium oxytrichloride in 190 ml. anhydrous methylene chloride. The reaction mixture is stirred for 30 minutes at -10° C., for 1 hour at 0° C. and for 2 hours at ambient temperature. Thereafter, the react... Reaction SMILES: [CH2:44]([N:45]=[C:46]=[N:47][CH2:48][CH2:49][CH2:50][N:51]([CH3:52])[CH3:53])[CH3:54].[CH3:58][N:59]([CH3:60])[c:61]1[cH:62][cH:63][n:64][cH:65][cH:66]1.[Cl:55][CH2:56][Cl:57].[ClH:43].[F:1][c:2]1[cH:3][cH:4][c:5]([C:8]2([c:19]3[cH:20][cH:21][c:22]([F:25])[cH:23][cH:24]3)[C:9](=[O:18])[N:10]([CH2:14][C:15](=[O:16])[OH:17])[CH2:11][CH2:12][CH2:13]2)[cH:6][cH:7]1.[c:26]1([C:32]2([c:37]3[cH:38][cH:39][cH:40][cH:41][cH:42]3)[CH2:33][NH:34][CH2:35][CH2:36]2)[cH:27][cH:28][cH:29][cH:30][cH:31]1>>[F:1][c:2]1[cH:3][cH:4][c:5]([C:8]2([c:19]3[cH:20][cH:21][c:22]([F:25])[cH:23][cH:24]3)[C:9](=[O:18])[N:10]([CH2:14][C:15](=[O:17])[N:34]3[CH2:33][C:32]([c:26]4[cH:27][cH:28][cH:29][cH:30][cH:31]4)([c:37]4[cH:38][cH:39][cH:40][cH:41][cH:42]4)[CH2:36][CH2:35]3)[CH2:11][CH2:12][CH2:13]2)[cH:6][cH:7]1. The reactants are CCN=C=NCCCN(C)C, CN(C)c1ccncc1, ClCCl, Cl, O=C(O)CN1CCCC(c2ccc(F)cc2)(c2ccc(F)cc2)C1=O, c1ccc(C2(c3ccccc3)CCNC2)cc1. The product is O=C(CN1CCCC(c2ccc(F)cc2)(c2ccc(F)cc2)C1=O)N1CCC(c2ccccc2)(c2ccccc2)C1. Reactants: ClC1=CC(=C(C=C1F)C1=NC=CC2=CC(=CC=C12)S(=O)(=O)NC=1SC=NN1)OC (1-(4-chloro-5-fluoro-2-methoxyphenyl)-N-(1,3,4-thiadiazol-2-yl)isoquinoline-6-sulfonamide), FC=1C=C(C=CC1)B(O)O ((3-fluorophenyl)boronic acid), chloro(2-dicyclohexylphosphino-2′,6′-dimethoxy-1,1′-biphenyl)[2-(2-aminoethylphenyl)]palladium(ii) dichloromethane, P(=O)([O-])([O-])[O-].[K+].[K+].[K+] (potassium phosphate). The reagents and catalysts are C1(CCCCC1)P(C1=C(C=CC=C1)C1=C(C=CC=C1OC)OC)C1CCCCC1 (dicyclohexyl(2′,6′-dimethoxy-[1,1′-biphenyl]-2-yl)phosphine). Run at temperature 120 celsius. Yields the product FC1=C(C=C(C(=C1)C1=NC=CC2=CC(=CC=C12)S(=O)(=O)NC=1SC=NN1)OC)C1=CC(=CC=C1)F (1-(2,3′-difluoro-5-methoxy-[1,1′-biphenyl]-4-yl)-N-(1,3,4-thiadiazol-2-yl)isoquinoline-6-sulfonamide). The yield is 64.6%. Reaction SMILES: Cl[C:2]1[C:7]([F:8])=[CH:6][C:5]([C:9]2[C:18]3[C:13](=[CH:14][C:15]([S:19]([NH:22][C:23]4[S:24][CH:25]=[N:26][N:27]=4)(=[O:21])=[O:20])=[CH:16][CH:17]=3)[CH:12]=[CH:11][N:10]=2)=[C:4]([O:28][CH3:29])[CH:3]=1.[F:30][C:31]1[CH:32]=[C:33](B(O)O)[CH:34]=[CH:35][CH:36]=1.P([O-])([O-])([O-])=O.[K+].[K+].[K+]>C1(P(C2CCCCC2)C2C=CC=CC=2C2C(OC)=CC=CC=2OC)CCCCC1>[F:8][C:7]1[CH:6]=[C:5]([C:9]2[C:18]3[C:13](=[CH:14][C:15]([S:19]([NH:22][C:23]4[S:24][CH:25]=[N:26][N:27]=4)(=[O:21])=[O:20])=[CH:16][CH:17]=3)[CH:12]=[CH:11][N:10]=2)[C:4]([O:28][CH3:29])=[CH:3][C:2]=1[C:35]1[CH:34]=[CH:33][CH:32]=[C:31]([F:30])[CH:36]=1 |f:2.3.4.5|. Procedure details: A vial was charged with 1-(4-chloro-5-fluoro-2-methoxyphenyl)-N-(1,3,4-thiadiazol-2-yl)isoquinoline-6-sulfonamide (INTERMEDIATE HHHHH; 80.29 mg, 0.178 mmol), (3-fluorophenyl)boronic acid (49.8 mg, 0.356 mmol), dicyclohexyl(2′,6′-dimethoxy-[1,1′-biphenyl]-2-yl)phosphine (1.828 mg, 4.45 μmol), chloro(2-dicyclohexylphosphino-2′,6′-dimethoxy-1,1′-biphenyl)[2-(2-aminoethylphenyl)]palladium(ii) dichloromethane (6.74 mg, 8.90 μmol), and potassium phosphate (113 mg, 0.534 mmol). The vial was flushed wit... The reactants are Cl (HCl), C(CO)O (ethyleneglycol), FC=1C=C(C=C(C1)F)Br (3,5-difluorobromobenzene), C1COC2(C(CCCC2)=O)O1 (cyclohexanedione monoethylene ketal), product, Mg. The solvent is O (water), CCOCC (ether), CCOCC (ether). Reaction conditions: temperature 0 celsius, time 3 hour. Yields the product Grignard reagent, FC=1C=C(C=C(C1)F)CCC1CCC(CC1)=O (4-(3,5-difluorophenylethyl)-1-cyclohexanone). Reaction SMILES: [F:1][C:2]1[CH:3]=[C:4](Br)[CH:5]=[C:6]([F:8])[CH:7]=1.C1[O:20][C:13]2([CH2:18][CH2:17][CH2:16][CH2:15][C:14]2=O)OC1.Cl.[CH2:22](O)[CH2:23]O>CCOCC.O>[F:1][C:2]1[CH:3]=[C:4]([CH2:22][CH2:23][CH:16]2[CH2:15][CH2:14][C:13](=[O:20])[CH2:18][CH2:17]2)[CH:5]=[C:6]([F:8])[CH:7]=1. Procedure details: A Grignard reagent was prepared from 3,5-dibromobenzene (150 g, 0.78 mol), and dried Mg (18.9 g, 0.78 mol) in ether (600 ml), followed by slowly dropwise adding a 100 ml ether solution of ethylene oxide (100 g, 2.27 mol) to the reagent under -50° C. cooling, heating the mixture up to room temperature, stirring the reaction solution for one hour, adding it into 6N hydrochloric acid (500 ml), extracting the resulting product with toluene, washing the extraction solution successively with a saturat...